Dataset: the Open Reaction Database (ORD), a public repository of structured organic reaction records. Task: describe an organic reaction: reactants, conditions, products, and yield Starting materials: CO, CCO, Cc1cc([N+](=O)[O-])cc(C)c1NC(=O)CN1CCN(CCCC(c2ccc(F)cc2)c2ccc(F)cc2)CC1CO, [H][H], c1ccsc1. The product is Cc1cc(N)cc(C)c1NC(=O)CN1CCN(CCCC(c2ccc(F)cc2)c2ccc(F)cc2)CC1CO. RXN SMILES: [CH3:52][OH:53].[CH3:6][CH2:7][OH:8].[F:9][c:10]1[cH:11][cH:12][c:13]([CH:16]([CH2:17][CH2:18][CH2:19][N:20]2[CH2:21][CH:22]([CH2:41][OH:42])[N:23]([CH2:26][C:27](=[O:28])[NH:29][c:30]3[c:31]([CH3:40])[cH:32][c:33]([N+:37]([O-:38])=[O:39])[cH:34][c:35]3[CH3:36])[CH2:24][CH2:25]2)[c:43]2[cH:44][cH:45][c:46]([F:49])[cH:47][cH:48]2)[cH:14][cH:15]1.[H:50][H:51].[cH:1]1[cH:2][s:3][cH:4][cH:5]1>>[F:9][c:10]1[cH:11][cH:12][c:13]([CH:16]([CH2:17][CH2:18][CH2:19][N:20]2[CH2:21][CH:22]([CH2:41][OH:42])[N:23]([CH2:26][C:27](=[O:28])[NH:29][c:30]3[c:31]([CH3:40])[cH:32][c:33]([NH2:37])[cH:34][c:35]3[CH3:36])[CH2:24][CH2:25]2)[c:43]2[cH:44][cH:45][c:46]([F:49])[cH:47][cH:48]2)[cH:14][cH:15]1. The reactants are O=C=O, C1CCOC1, [Li]CCCC, OCCc1csc(-c2ccc(Cl)cc2)n1. Product: O=C(O)c1sc(-c2ccc(Cl)cc2)nc1CCO. As a reaction SMILES: [C:21](=[O:22])=[O:23].[CH2:24]1[O:25][CH2:26][CH2:27][CH2:28]1.[CH3:16][CH2:17][CH2:18][CH2:19][Li:20].[Cl:1][c:2]1[cH:3][cH:4][c:5](-[c:8]2[s:9][cH:10][c:11]([CH2:13][CH2:14][OH:15])[n:12]2)[cH:6][cH:7]1>>[Cl:1][c:2]1[cH:3][cH:4][c:5](-[c:8]2[s:9][c:10]([C:21](=[O:22])[OH:23])[c:11]([CH2:13][CH2:14][OH:15])[n:12]2)[cH:6][cH:7]1. Reactants: Brc1ccc2cc[nH]c2c1, C1COCCO1, CC1(C)OB(c2ccc3cc(NC(=O)c4ccsc4)ccc3c2)OC1(C)C, [K+], [K+], O=C([O-])[O-], O, [Pd]. Product: O=C(Nc1ccc2cc(-c3ccc4cc[nH]c4c3)ccc2c1)c1ccsc1. As a reaction SMILES: [Br:1][c:2]1[cH:3][cH:4][c:5]2[cH:6][cH:7][nH:8][c:9]2[cH:10]1.[CH2:44]1[O:45][CH2:46][CH2:47][O:48][CH2:49]1.[CH3:11][C:12]1([CH3:13])[C:14]([CH3:15])([CH3:16])[O:17][B:18]([c:19]2[cH:20][c:21]3[cH:22][cH:23][c:24]([NH:29][C:30](=[O:31])[c:32]4[cH:33][s:34][cH:35][cH:36]4)[cH:25][c:26]3[cH:27][cH:28]2)[O:37]1.[K+:38].[K+:39].[O-:40][C:41]([O-:42])=[O:43].[OH2:51].[Pd:50]>>[c:2]1(-[c:19]2[cH:20][c:21]3[cH:22][cH:23][c:24]([NH:29][C:30](=[O:31])[c:32]4[cH:33][s:34][cH:35][cH:36]4)[cH:25][c:26]3[cH:27][cH:28]2)[cH:3][cH:4][c:5]2[cH:6][cH:7][nH:8][c:9]2[cH:10]1.